describe an organic reaction: reactants, conditions, products, and yield From a dataset of the Open Reaction Database (ORD), a public repository of structured organic reaction records. Starting materials: FC=1C=C(C=CC1)N1C(NC(C12CCN(CC2)CC2=CC(=CC=C2)OC(C)C)=S)=O (1-(3-Fluoro-phenyl)-8-(3-isopropoxy-benzyl)-4-thioxo-1,3,8-triaza-spiro[4.5]decan-2-one), C(C(C)C)N (isobutyl amine). Solvent: CS(=O)C (DMSO). Conditions: temperature 110 celsius. The product is FC=1C=C(C=CC1)N1C(N=C(C12CCN(CC2)CC2=CC(=CC=C2)OC(C)C)NCC(C)C)=O (1-(3-Fluorophenyl)-4-isobutylamino-8-(3-isopropoxy-benzyl)-1,3,8-triaza-spiro[4.5]dec-3-en-2-one). Reaction SMILES: [F:1][C:2]1[CH:3]=[C:4]([N:8]2[C:12]3([CH2:17][CH2:16][N:15]([CH2:18][C:19]4[CH:24]=[CH:23][CH:22]=[C:21]([O:25][CH:26]([CH3:28])[CH3:27])[CH:20]=4)[CH2:14][CH2:13]3)[C:11](=S)[NH:10][C:9]2=[O:30])[CH:5]=[CH:6][CH:7]=1.[CH2:31]([NH2:35])[CH:32]([CH3:34])[CH3:33]>CS(C)=O>[F:1][C:2]1[CH:3]=[C:4]([N:8]2[C:12]3([CH2:17][CH2:16][N:15]([CH2:18][C:19]4[CH:24]=[CH:23][CH:22]=[C:21]([O:25][CH:26]([CH3:28])[CH3:27])[CH:20]=4)[CH2:14][CH2:13]3)[C:11]([NH:35][CH2:31][CH:32]([CH3:34])[CH3:33])=[N:10][C:9]2=[O:30])[CH:5]=[CH:6][CH:7]=1. Procedure: To a solution of 1-(3-Fluoro-phenyl)-8-(3-isopropoxy-benzyl)-4-thioxo-1,3,8-triaza-spiro[4.5]decan-2-one SNS-1 (21.4 mg, 0.05 mmol) in DMSO (1 mL) was added isobutyl amine (36.5 mg, 0.5 mmol). The reaction mixture was heated at 110° C. for 12 hr. The crude was purified by preparative HPLC to provide (14-8).